This data is from the Open Reaction Database (ORD), a public repository of structured organic reaction records. The task is: describe an organic reaction: reactants, conditions, products, and yield Yield: 43.0%. Yields the product FC1=C(C=CC(=C1)F)[C@]1([C@H](C)O)CO1 ((2S, 3R)-3-(2,4-Difluorophenyl)-3,4-epoxy-2-butanol). Run in C(Cl)Cl (CH2Cl2), C(Cl)Cl (CH2Cl2), C(Cl)Cl (CH2Cl2), C(Cl)Cl (CH2Cl2). Reaction SMILES: C([C@@H:6]([C@H:8]([C:10]([O:12][CH2:13]C)=O)[OH:9])O)(OCC)=O.C(OO)(C)(C)C.[F:21][C:22]1[CH:27]=[C:26]([F:28])[CH:25]=[CH:24][C:23]=1C(=C)[C@@H](O)C.[OH-].[Na+].[Na+].[Cl-].[O-]S([O-])(=O)=O.[Mg+2]>C(Cl)Cl.CC(C)[O-].[Ti+4].CC(C)[O-].CC(C)[O-].CC(C)[O-]>[F:21][C:22]1[CH:27]=[C:26]([F:28])[CH:25]=[CH:24][C:23]=1[C@:10]1([O:12][CH2:13]1)[C@@H:8]([OH:9])[CH3:6] |f:3.4,5.6,7.8,10.11.12.13.14|. Reaction conditions: temperature -5 celsius, time 25 minute. The reactants are C(=O)(OCC)[C@H](O)[C@@H](O)C(=O)OCC (diethyl L(+)-tartrate), powder, [O-]S(=O)(=O)[O-].[Mg+2] (MgSO4), FC1=C(C=CC(=C1)F)C([C@H](C)O)=C ((2S)-3-(2,4-Difluorophenyl)-3-buten-2-ol), FC1=C(C=CC(=C1)F)C([C@H](C)O)=C ((2S)-3-(2,4-Difluorophenyl)-3-buten-2-ol), [OH-].[Na+] (NaOH), [Na+].[Cl-] (NaCl), C(C)(C)(C)OO (t-butyl hydroperoxide). The reagents and catalysts are CC([O-])C.[Ti+4].CC([O-])C.CC([O-])C.CC([O-])C (titanium (IV) isopropoxide). Reported procedure: To a solution of diethyl L(+)-tartrate (2.43 g, 0.0118 mole) in 470 ml of dry CH2Cl2 were added activated 3A° molecular sieve powder (6 g) and cooled the mixture to -5° C. Added a solution of titanium (IV) isopropoxide (7.2 g, 0.0253 mole) in 38 ml of CH2Cl2 followed by t-butyl hydroperoxide (11.2 g, 0.124 mole) in 75 ml of CH2Cl2 and continue to stir at -5° C. for 25 minutes. To this mixture, a solution of compound 6a, (2S)-3-(2,4-Difluorophenyl)-3-buten-2-ol, (7.5 g, 0.041 mole) in 38 ml of CH... The reactants are S1(CC(CCC1)=O)(=O)=O (tetrahydrothiopyran-3-one-1,1-dioxide), [N+](=O)([O-])C=1C=C(C=O)C=CC1 (3-nitrobenzaldehyde), N\C(=C/C(=O)OC)\C (methyl 3-aminocrotonate). Run in CO (methanol). The product is CC1=C(C(C2=C(N1)CCCS2(=O)=O)C2=CC(=CC=C2)[N+](=O)[O-])C(=O)OC (Methyl 3,4,5,8,-tetrahydro-6-methyl-8-(3-nitrophenyl)-1,1-dioxo-2H-thiopyrano-[3,2-b]pyridine-7-carboxylate). Yield: 29.3%. RXN SMILES: [S:1]1(=[O:9])(=[O:8])[CH2:6][CH2:5][CH2:4][C:3](=O)[CH2:2]1.[N+:10]([C:13]1[CH:14]=[C:15]([CH:18]=[CH:19][CH:20]=1)[CH:16]=O)([O-:12])=[O:11].[NH2:21]/[C:22](/[CH3:28])=[CH:23]\[C:24]([O:26][CH3:27])=[O:25]>CO>[CH3:28][C:22]1[NH:21][C:3]2[CH2:4][CH2:5][CH2:6][S:1](=[O:9])(=[O:8])[C:2]=2[CH:16]([C:15]2[CH:18]=[CH:19][CH:20]=[C:13]([N+:10]([O-:12])=[O:11])[CH:14]=2)[C:23]=1[C:24]([O:26][CH3:27])=[O:25]. Procedure: A mixture of tetrahydrothiopyran-3-one-1,1-dioxide (0.830 g, 0.0056 moles), 3-nitrobenzaldehyde (0.846 g, 0.0056 moles) and methyl 3-aminocrotonate (0.644 g, 0.0056 moles) in methanol (20 mL) was refluxed for 16 hours. After cooling, the resulting solid was isolated by filtration and washed with diethyl ether. This solid was dried at 40° C. for 4 hours under vacuum to give 0.620 g product; mp 236°-238° C. Starting materials: N (NH3), BrC=1C=CC(=NC1)O[C@H]1C2CN3CC(CC1C3)C2 ((4s)-4-(5-Bromopyridin-2-yloxy)-1-azatricyclo[3.3.1.13,7]decane), S1C(=CC=C1)B(O)O (2-thiophene boronic acid), C1(=CC=C(C=C1)S(=O)(=O)O)C.C1(=CC=C(C=C1)S(=O)(=O)O)C.N1N=CC(=C1)C1=CN=C(S1)O[C@H]1C2CN3CC(CC1C3)C2 ((4s)-4-[5-(Pyrazol-4-yl)thiazol-2-yloxy]-1-azatricyclo[3.3.1.13,7]decane bis(p-toluenesulfonate)). The product is S1C(=CC=C1)C=1C=CC(=NC1)O[C@H]1C2CN3CC(CC1C3)C2 ((4s)-4-[(5-Thien-2-ylpyridin-2-yl)oxy]-1-azatricyclo[3.3.1.13,7]decane). RXN SMILES: Br[C:2]1[CH:3]=[CH:4][C:5]([O:8][C@@H:9]2[CH:16]3[CH2:17][N:12]4[CH2:13][CH:14]([CH2:18][CH:10]2[CH2:11]4)[CH2:15]3)=[N:6][CH:7]=1.[S:19]1[CH:23]=[CH:22][CH:21]=[C:20]1B(O)O.C1(C)C=CC(S(O)(=O)=O)=CC=1.C1(C)C=CC(S(O)(=O)=O)=CC=1.N1C=C(C2SC(O[C@@H]3C4CN5CC(CC3C5)C4)=NC=2)C=N1.N>>[S:19]1[CH:23]=[CH:22][CH:21]=[C:20]1[C:2]1[CH:3]=[CH:4][C:5]([O:8][C@@H:9]2[CH:16]3[CH2:17][N:12]4[CH2:13][CH:14]([CH2:18][CH:10]2[CH2:11]4)[CH2:15]3)=[N:6][CH:7]=1 |f:2.3.4|. Reported procedure: The free base of the title compound was prepared from the product of Example 10C (50 mg, 0.16 mmol) and 2-thiophene boronic acid (29 mg, 0.23 mmol; Aldrich) according to Method G, and converted to the p-toluenesulfonate salt using the procedure of Method H: 1H NMR (300 MHz, methanol-D4) δ ppm 1.92 (d, J=13.6 Hz, 2H), 2.19 (s, 1H), 2.32-2.46 (m, 6H), 2.55 (s, 2H), 3.57 (s, 2H), 3.68 (s, 4H), 5.46 (s, 1H), 6.93 (d, J=8.5 Hz, 1H), 7.10 (dd, J=5.1, 3.4 Hz, 1H), 7.22 (d, J=8.5 Hz, 2H), 7.37 (dd, J=15... The reactants are CN(C)C=O, O=C=Nc1ccc(F)cc1F, CCOC(=O)C(=O)c1csc(N)n1. Product: CCOC(=O)C(=O)c1csc(NC(=O)Nc2ccc(F)cc2F)n1. Reaction SMILES: [CH3:25][N:26]([CH3:27])[CH:28]=[O:29].[F:14][c:15]1[c:16]([N:22]=[C:23]=[O:24])[cH:17][cH:18][c:19]([F:21])[cH:20]1.[NH2:1][c:2]1[s:3][cH:4][c:5]([C:7]([C:8](=[O:9])[O:10][CH2:11][CH3:12])=[O:13])[n:6]1>>[NH:1]([c:2]1[s:3][cH:4][c:5]([C:7]([C:8](=[O:9])[O:10][CH2:11][CH3:12])=[O:13])[n:6]1)[C:23]([NH:22][c:16]1[c:15]([F:14])[cH:20][c:19]([F:21])[cH:18][cH:17]1)=[O:24]. Starting materials: C[O-], CO, Clc1ccc(I)cn1, [Cu], [Na+], [Na+], [OH-], Sc1ccccc1. The product is Clc1ccc(Sc2ccccc2)cn1. RXN SMILES: [CH3:16][O-:17].[CH3:19][OH:20].[Cl:1][c:2]1[n:3][cH:4][c:5]([I:8])[cH:6][cH:7]1.[Cu:23].[Na+:18].[Na+:22].[OH-:21].[SH:9][c:10]1[cH:11][cH:12][cH:13][cH:14][cH:15]1>>[Cl:1][c:2]1[n:3][cH:4][c:5]([S:9][c:10]2[cH:11][cH:12][cH:13][cH:14][cH:15]2)[cH:6][cH:7]1.